This data is from the Open Reaction Database (ORD), a public repository of structured organic reaction records. The task is: describe an organic reaction: reactants, conditions, products, and yield Reaction SMILES: [C:1]([CH3:2])([CH3:3])([CH3:4])[O:5][C:6](=[O:7])[N:8]1[CH2:9][CH2:10][CH:11]([CH2:14][CH2:15][O:16][S:17]([CH3:18])(=[O:19])=[O:20])[CH2:12][CH2:13]1.[C:21]1(=[O:31])[c:22]2[c:23]([cH:27][cH:28][cH:29][cH:30]2)[C:24](=[O:26])[NH:25]1.[CH3:34][N:35]([CH3:36])[CH:37]=[O:38].[K:32].[OH2:33]>>[C:1]([CH3:2])([CH3:3])([CH3:4])[O:5][C:6](=[O:7])[N:8]1[CH2:9][CH2:10][CH:11]([CH2:14][CH2:15][N:25]2[C:21](=[O:31])[c:22]3[c:23]([cH:27][cH:28][cH:29][cH:30]3)[C:24]2=[O:26])[CH2:12][CH2:13]1. The reactants are CC(C)(C)OC(=O)N1CCC(CCOS(C)(=O)=O)CC1, O=C1NC(=O)c2ccccc21, CN(C)C=O, [K], O. Yields the product CC(C)(C)OC(=O)N1CCC(CCN2C(=O)c3ccccc3C2=O)CC1. Reaction SMILES: [C:33](=[O:34])([OH:35])[O-:36].[CH3:22][S:23][CH2:24][CH2:25][CH:26]([C:27](=[O:28])[OH:29])[NH2:30].[CH3:38][S:39](=[O:40])(=[O:41])[OH:42].[CH:1]([CH3:2])([CH3:3])[n:4]1[n:5][cH:6][c:7]2[cH:8][c:9]([O:13][c:14]3[cH:15][cH:16][c:17]([O:20][CH3:21])[cH:18][cH:19]3)[cH:10][cH:11][c:12]12.[Na+:32].[Na+:37].[OH-:31].[OH2:43]>>[CH:1]([CH3:2])([CH3:3])[n:4]1[n:5][cH:6][c:7]2[cH:8][c:9]([O:13][c:14]3[cH:15][cH:16][c:17]([OH:20])[cH:18][cH:19]3)[cH:10][cH:11][c:12]12. Product: CC(C)n1ncc2cc(Oc3ccc(O)cc3)ccc21. The reactants are O=C([O-])O, CSCCC(N)C(=O)O, CS(=O)(=O)O, COc1ccc(Oc2ccc3c(cnn3C(C)C)c2)cc1, [Na+], [Na+], [OH-], O. Starting materials: CNCCO (2-methylaminoethanol), ClC1=NC=C(C(=N1)NCC1=CC(=C(C=C1)OC)Cl)C(=O)C1=CC(=C(C(=C1)OC)OC)OC (2-chloro-5-(3,4,5-trimethoxyphenylcarbonyl)-4-(3-chloro-4-methoxybenzylamino) pyrimidine), O (water). Run in CN(C=O)C (dimethylformamide), CN(C=O)C (dimethylformamide). Conditions: time 1 hour. Product: CN(CCO)C1=NC=C(C(=N1)NCC1=CC(=C(C=C1)OC)Cl)C(=O)C1=CC(=C(C(=C1)OC)OC)OC (2-(N-methyl-N-(2-hydroxyethyl)amino)-5-(3,4,5-trimethoxyphenylcarbonyl)-4-(3-chloro-4-methoxybenzylamino)pyrimidine). Yield: 84.8%. RXN SMILES: [CH3:1][NH:2][CH2:3][CH2:4][OH:5].Cl[C:7]1[N:12]=[C:11]([NH:13][CH2:14][C:15]2[CH:20]=[CH:19][C:18]([O:21][CH3:22])=[C:17]([Cl:23])[CH:16]=2)[C:10]([C:24]([C:26]2[CH:31]=[C:30]([O:32][CH3:33])[C:29]([O:34][CH3:35])=[C:28]([O:36][CH3:37])[CH:27]=2)=[O:25])=[CH:9][N:8]=1.O>CN(C)C=O>[CH3:1][N:2]([C:7]1[N:12]=[C:11]([NH:13][CH2:14][C:15]2[CH:20]=[CH:19][C:18]([O:21][CH3:22])=[C:17]([Cl:23])[CH:16]=2)[C:10]([C:24]([C:26]2[CH:31]=[C:30]([O:32][CH3:33])[C:29]([O:34][CH3:35])=[C:28]([O:36][CH3:37])[CH:27]=2)=[O:25])=[CH:9][N:8]=1)[CH2:3][CH2:4][OH:5]. Reported procedure: A solution of 2-methylaminoethanol 100 mg in dimethylformamide 1 ml is added at room temperature to a solution of 2-chloro-5-(3,4,5-trimethoxyphenylcarbonyl)-4-(3-chloro-4-methoxybenzylamino) pyrimidine (120 mg) prepared in above Example 1-(3) in dimethylformamide (1 ml). The mixture is stirred at room temperature for 1 hour and thereto is added water 50 ml. The mixture is extracted with ethyl acetate-chloroform and the extract is subjected to silica gel chromatography (solvent:chloroform-methan... Starting materials: ClC(=O)OC (Methyl chloroformate), Cl.CNC1(CC(CC(C1)(C)C)(C)C)C (N,1,3,3,5,5-hexamethylcyclohexanamine hydrochloride), C(=O)([O-])[O-].[Na+].[Na+] (Na2CO3). Solvent: C1CCOC1 (THF), O (water). Conditions: time 6 hour. Product: COC(=O)N(C1(CC(CC(C1)(C)C)(C)C)C)C (N-methoxycarbonyl-N,1,3,3,5,5-hexamethylcyclohexanamine). Isolated yield 72.7%. RXN SMILES: Cl[C:2]([O:4][CH3:5])=[O:3].Cl.[CH3:7][NH:8][C:9]1([CH3:19])[CH2:14][C:13]([CH3:16])([CH3:15])[CH2:12][C:11]([CH3:18])([CH3:17])[CH2:10]1.C([O-])([O-])=O.[Na+].[Na+]>C1COCC1.O>[CH3:5][O:4][C:2]([N:8]([CH3:7])[C:9]1([CH3:19])[CH2:14][C:13]([CH3:15])([CH3:16])[CH2:12][C:11]([CH3:18])([CH3:17])[CH2:10]1)=[O:3] |f:1.2,3.4.5|. Procedure: Methyl chloroformate (0.97 g, 0.8 ml, 10.3 mmol) was added in one portion to a suspension of N,1,3,3,5,5-hexamethylcyclohexanamine hydrochloride (5-20) (1.13 g, 5.13 mmol) and Na2CO3 (1.63 g, 15.4 mmol) in THF (30 ml). The resulting mixture was stirred at room temperature for 6 h, and then it was diluted with water (50 ml) and extracted with ether (3*30ml). The combined organic phases were washed with 10% K2SO4, saline, dried over MgSO4, filtered and evaporated. The crude product was purified by... Reactants: CNC1=C(C=C(C(=O)Cl)C=C1)[N+](=O)[O-] (4-methylamino-3-nitro-benzoic acid chloride), COC(CCNC1=CC=CC=C1)=O (3-phenylamino-propionic acid methyl ester), O1CCCC1 (tetrahydrofuran). Yields the product COC(CCN(C1=CC=CC=C1)C(C1=CC(=C(C=C1)NC)[N+](=O)[O-])=O)=O (3-[(4-Methylamino-3-nitro-benzoyl)-phenyl-amino]propionic acid methyl ester). Reaction SMILES: [CH3:1][NH:2][C:3]1[CH:11]=[CH:10][C:6]([C:7](Cl)=[O:8])=[CH:5][C:4]=1[N+:12]([O-:14])=[O:13].[CH3:15][O:16][C:17](=[O:27])[CH2:18][CH2:19][NH:20][C:21]1[CH:26]=[CH:25][CH:24]=[CH:23][CH:22]=1.O1CCCC1>>[CH3:15][O:16][C:17](=[O:27])[CH2:18][CH2:19][N:20]([C:7](=[O:8])[C:6]1[CH:10]=[CH:11][C:3]([NH:2][CH3:1])=[C:4]([N+:12]([O-:14])=[O:13])[CH:5]=1)[C:21]1[CH:22]=[CH:23][CH:24]=[CH:25][CH:26]=1. Procedure: To a solution of 4-methylamino-3-nitro-benzoic acid chloride (23.3 mmol) and 3-phenylamino-propionic acid methyl ester (23.3 mmol) in 80 mL dry tetrahydrofuran (THF) triethylamine (50.2 mmol) was added dropwise under stirring at room temperature. After three hours the reaction mixture was evaporated to dryness, the remaining solid triturated with water and the solid product isolated through filtration. Reactants: [Si](C)(C)(C(C)(C)C)N1C(C[C@@H]1CSC1=NC=CC=N1)=O (1-(tert-butyldimethylsilyl)-4(R)-(pyrimidin-2-ylsulfanylmethyl)azetidin-2-one), [F-].[Cs+] (cesium fluoride). Run in CO (MeOH). Run at time 1.5 hour. The product is N1=C(N=CC=C1)SC[C@H]1CC(N1)=O (4(R)-(pyrimidin-2-ylsulfanylmethyl)azetidin-2-one). Yield: 104.1%. As a reaction SMILES: [Si]([N:8]1[C@@H:11]([CH2:12][S:13][C:14]2[N:19]=[CH:18][CH:17]=[CH:16][N:15]=2)[CH2:10][C:9]1=[O:20])(C(C)(C)C)(C)C.[F-].[Cs+]>CO>[N:15]1[CH:16]=[CH:17][CH:18]=[N:19][C:14]=1[S:13][CH2:12][C@@H:11]1[NH:8][C:9](=[O:20])[CH2:10]1 |f:1.2|. Procedure details: To a solution of 1-(tert-butyldimethylsilyl)-4(R)-(pyrimidin-2-ylsulfanylmethyl)azetidin-2-one (280 mg, 0.905 mmol) in MeOH (4.5 mL) was added cesium fluoride (206 mg, 1.36 mmol). The reaction mixture was stirred 1.5 h at room temperature, then concentrated under vacuum. The residue was dissolved in CH2Cl2, washed with H2O and brine, dried (MgSO4), filtered and evaporated to give 4(R)-(pyrimidin-2-ylsulfanylmethyl)azetidin-2-one (184 mg) which was used as such. 1H NMR (400 MHz, CDCl3) δ 8.52 (d,... Reactants: CCOC(=O)C1=C(O)c2cc(Br)ccc2C(C)(C)C1=O, Cl, O=C(O)C(F)(F)F. Yields the product CC1(C)C(=O)C=C(O)c2cc(Br)ccc21. Reaction SMILES: [Br:2][c:3]1[cH:4][cH:5][c:6]2[c:11]([cH:12]1)[C:10]([OH:13])=[C:9]([C:14]([O:15][CH2:16][CH3:17])=[O:18])[C:8](=[O:19])[C:7]2([CH3:20])[CH3:21].[ClH:1].[F:22][C:23]([F:24])([F:25])[C:26]([OH:27])=[O:28]>>[Br:2][c:3]1[cH:4][cH:5][c:6]2[c:11]([cH:12]1)[C:10]([OH:13])=[CH:9][C:8](=[O:19])[C:7]2([CH3:20])[CH3:21].